From a dataset of the Open Reaction Database (ORD), a public repository of structured organic reaction records. describe an organic reaction: reactants, conditions, products, and yield The reactants are CC(=O)[O-], CC(=O)OC(C)=O, CC(=O)O, Clc1ccc2c(c1Cl)CNCC2, Cl, [Na+], [Na+], [Na+], O=C([O-])[O-], O. Product: CC(=O)N1CCc2ccc(Cl)c(Cl)c2C1. As a reaction SMILES: [CH3:15][C:16]([O-:17])=[O:18].[CH3:19][C:20]([O:21][C:22](=[O:23])[CH3:24])=[O:25].[CH3:33][C:34](=[O:35])[OH:36].[Cl:2][c:3]1[cH:4][cH:5][c:6]2[c:11]([c:12]1[Cl:13])[CH2:10][NH:9][CH2:8][CH2:7]2.[ClH:1].[Na+:14].[Na+:26].[Na+:27].[O-:28][C:29](=[O:30])[O-:31].[OH2:32]>>[Cl:2][c:3]1[cH:4][cH:5][c:6]2[c:11]([c:12]1[Cl:13])[CH2:10][N:9]([C:16]([CH3:15])=[O:17])[CH2:8][CH2:7]2.